From a dataset of the Open Reaction Database (ORD), a public repository of structured organic reaction records. describe an organic reaction: reactants, conditions, products, and yield Reactants: O=C([O-])[O-], COc1c2c(c(OC)c(OC)c1OC)CCC(CCI)CC2, [K+], [K+], CN(C)C=O, O, Oc1ccc2ccccc2n1. Product: COc1c2c(c(OC)c(OC)c1OC)CCC(CCOc1ccc3ccccc3n1)CC2. Reaction SMILES: [C:34](=[O:35])([O-:36])[O-:37].[I:1][CH2:2][CH2:3][CH:4]1[CH2:5][CH2:6][c:7]2[c:8]([c:11]([O:21][CH3:22])[c:12]([O:19][CH3:20])[c:13]([O:17][CH3:18])[c:14]2[O:15][CH3:16])[CH2:9][CH2:10]1.[K+:38].[K+:39].[O:40]=[CH:41][N:42]([CH3:43])[CH3:44].[OH2:45].[n:23]1[c:24]([OH:33])[cH:25][cH:26][c:27]2[cH:28][cH:29][cH:30][cH:31][c:32]12>>[CH2:2]([CH2:3][CH:4]1[CH2:5][CH2:6][c:7]2[c:8]([c:11]([O:21][CH3:22])[c:12]([O:19][CH3:20])[c:13]([O:17][CH3:18])[c:14]2[O:15][CH3:16])[CH2:9][CH2:10]1)[O:33][c:24]1[n:23][c:32]2[c:27]([cH:26][cH:25]1)[cH:28][cH:29][cH:30][cH:31]2. Reactants: C(=O)(O)CN(CCC1=CC=C(C=C1)SC(C(=O)OC(C)(C)C)(C)C)CC=1OC=CC1 (1,1-dimethylethyl 2-[[4-[2-[(carboxymethyl)(2-furanylmethyl)amino]-ethyl]phenyl]thio]-2-methyl-propanoate), OC1=CC=CC=2NN=NC21 (hydroxybenzotriazole), CC1=C(N)C=C(C(=C1)OC)C (2,5-dimethyl-4-methoxyaniline), Cl.CN(CCCN=C=NCC)C (N′-(3-dimethylaminopropyl)-N-ethylcarbodiimide hydrochloride). The solvent is ClCCl (dichloromethane), C(C)N(CC)CC (triethylamine). Conditions: time 20 hour. The product is CC1=C(C=C(C(=C1)OC)C)NC(CN(CCC1=CC=C(C=C1)SC(C(=O)OC(C)(C)C)(C)C)CC=1OC=CC1)=O (tert-Butyl 2-[[4-[2-[[2-[(2,5-dimethyl-4-methoxyphenyl)amino]-2-oxoethyl](2-furanylmethyl)-amino]ethyl]phenyl]thio]-2-methyl-propanoate). As a reaction SMILES: [C:1]([CH2:4][N:5]([CH2:25][C:26]1[O:27][CH:28]=[CH:29][CH:30]=1)[CH2:6][CH2:7][C:8]1[CH:13]=[CH:12][C:11]([S:14][C:15]([CH3:24])([CH3:23])[C:16]([O:18][C:19]([CH3:22])([CH3:21])[CH3:20])=[O:17])=[CH:10][CH:9]=1)([OH:3])=O.OC1C2N=NNC=2C=CC=1.[CH3:41][C:42]1[CH:48]=[C:47]([O:49][CH3:50])[C:46]([CH3:51])=[CH:45][C:43]=1[NH2:44].Cl.CN(C)CCCN=C=NCC>ClCCl.C(N(CC)CC)C>[CH3:41][C:42]1[CH:48]=[C:47]([O:49][CH3:50])[C:46]([CH3:51])=[CH:45][C:43]=1[NH:44][C:1](=[O:3])[CH2:4][N:5]([CH2:25][C:26]1[O:27][CH:28]=[CH:29][CH:30]=1)[CH2:6][CH2:7][C:8]1[CH:13]=[CH:12][C:11]([S:14][C:15]([CH3:23])([CH3:24])[C:16]([O:18][C:19]([CH3:22])([CH3:21])[CH3:20])=[O:17])=[CH:10][CH:9]=1 |f:3.4|. Reported procedure: 98 mg of 1,1-dimethylethyl 2-[[4-[2-[(carboxymethyl)(2-furanylmethyl)amino]-ethyl]phenyl]thio]-2-methyl-propanoate, 33 mg of hydroxybenzotriazole, 0.09 ml of triethylamine, 34 mg of 2,5-dimethyl-4-methoxyaniline and 49 mg of N′-(3-dimethylaminopropyl)-N-ethylcarbodiimide hydrochloride are dissolved in 5 ml of dichloromethane. The mixture is stirred at room temperature for 20 h and extracted with 1 N NaOH, 1 N HCl, water and sat. NaCl solution. The combined organic phases are dried (MgSO4) and pu... Starting materials: N1CCOCC1 (morpholine), ice water, Cl (HCl), ClCC(=O)OC1=CC=C(C=C1)\C(=C(\CC)/C1=CC=CC=C1)\C1=CC=C(C=C1)/C=C/C(=O)O ((2E)-3-[4-((1Z)-1-{4-[(chloroacetyl)oxy]phenyl}-2-phenylbut-1-enyl)phenyl]prop-2-enoic acid), [Na+].[I-] (NaI). Solvent: C1CCOC1 (THF), CCOC(=O)C (EtOAc), C1CCOC1 (THF). Conditions: temperature 5 celsius, time 1 hour. The product is N1(CCOCC1)CC(=O)OC1=CC=C(C=C1)\C(=C(\CC)/C1=CC=CC=C1)\C1=CC=C(C=C1)/C=C/C(=O)O ((2E)-3-[4-((1Z)-1-{4-[(morpholin-4-ylacetyl)oxy]phenyl}-2-phenylbut-1-enyl)phenyl]prop-2-enoic acid). As a reaction SMILES: Cl[CH2:2][C:3]([O:5][C:6]1[CH:11]=[CH:10][C:9](/[C:12](/[C:22]2[CH:27]=[CH:26][C:25](/[CH:28]=[CH:29]/[C:30]([OH:32])=[O:31])=[CH:24][CH:23]=2)=[C:13](\[C:16]2[CH:21]=[CH:20][CH:19]=[CH:18][CH:17]=2)/[CH2:14][CH3:15])=[CH:8][CH:7]=1)=[O:4].[Na+].[I-].[NH:35]1[CH2:40][CH2:39][O:38][CH2:37][CH2:36]1.Cl>C1COCC1.CCOC(C)=O>[N:35]1([CH2:2][C:3]([O:5][C:6]2[CH:11]=[CH:10][C:9](/[C:12](/[C:22]3[CH:27]=[CH:26][C:25](/[CH:28]=[CH:29]/[C:30]([OH:32])=[O:31])=[CH:24][CH:23]=3)=[C:13](\[C:16]3[CH:21]=[CH:20][CH:19]=[CH:18][CH:17]=3)/[CH2:14][CH3:15])=[CH:8][CH:7]=2)=[O:4])[CH2:40][CH2:39][O:38][CH2:37][CH2:36]1 |f:1.2|. Procedure details: To a stirred solution of compound 32 (100 mg, 0.22 mmol) in THF (4 mL) was added NaI (100 mg, 0.67 mmol) and the mixture stirred for 1 h. The reaction was cooled to 5° C. and a solution of morpholine (0.029 mL, 0.33 mmol) in THF (2 mL) was added over 1 h. After stirring for 1 h, the reaction was diluted with EtOAc (40 mL) and poured into a mixture of ice water (30 mL) and 0.1 N HCl (10 mL). The layers were separated and the organic layer was washed with brine (40 mL), dried (MgSO4) and concentra... The reactants are ClC1=C(OC=2C=CC(=C(OC(C(=O)OCC)C(=O)OCC)C2)[N+](=O)[O-])C=CC(=C1)C(F)(F)F (Diethyl 2-[5-(2-chloro-4-trifluoromethylphenoxy)-2-nitrophenoxy]malonate). Reagents/catalysts: [Ni] (Raney nickel). The solvent is C(C)O (ethanol). The product is ClC1=C(OC2=CC3=C(NC(C(O3)C(=O)OCC)=O)C=C2)C=CC(=C1)C(F)(F)F (Ethyl 7-(2-chloro-4-trifluoromethylphenoxy)-3,4-dihyrdo-3-oxo-2H-1,4-benzoxazine-2-carboxylate). Isolated yield 53.2%. As a reaction SMILES: [Cl:1][C:2]1[CH:29]=[C:28]([C:30]([F:33])([F:32])[F:31])[CH:27]=[CH:26][C:3]=1[O:4][C:5]1[CH:6]=[CH:7][C:8]([N+:23]([O-])=O)=[C:9]([CH:22]=1)[O:10][CH:11]([C:17]([O:19][CH2:20][CH3:21])=[O:18])[C:12]([O:14]CC)=O>C(O)C.[Ni]>[Cl:1][C:2]1[CH:29]=[C:28]([C:30]([F:31])([F:33])[F:32])[CH:27]=[CH:26][C:3]=1[O:4][C:5]1[CH:6]=[CH:7][C:8]2[NH:23][C:12](=[O:14])[CH:11]([C:17]([O:19][CH2:20][CH3:21])=[O:18])[O:10][C:9]=2[CH:22]=1. Reported procedure: Diethyl 2-[5-(2-chloro-4-trifluoromethylphenoxy)-2-nitrophenoxy]malonate (Reference compound IV-1) (2.0 g) was dissolved in ethanol (20 ml), and a hydrogenation was carried out, with addition of Raney nickel as the catalyst, at room temperature under normal pressure for 10 hours. The reaction mixture was filtered, the filtrate concentrated under a reduced pressure, and the residue obtained was purified by silica gel chromatography (eluant: n-hexane/ethyl acetate=3/1) to give 0.9 g of the title c... Starting materials: C1CCOC1, COC(=O)Cc1c(Cl)nc(Cc2ccc(NC(=O)c3ccc4ccccc4c3)cc2)nc1Cl, [Na+], [OH-], O. Yields the product O=C(O)Cc1c(Cl)nc(Cc2ccc(NC(=O)c3ccc4ccccc4c3)cc2)nc1Cl. As a reaction SMILES: [CH2:1]1[O:2][CH2:3][CH2:4][CH2:5]1.[Cl:6][c:7]1[n:8][c:9]([CH2:19][c:20]2[cH:21][cH:22][c:23]([NH:26][C:27](=[O:28])[c:29]3[cH:30][c:31]4[cH:32][cH:33][cH:34][cH:35][c:36]4[cH:37][cH:38]3)[cH:24][cH:25]2)[n:10][c:11]([Cl:18])[c:12]1[CH2:13][C:14](=[O:15])[O:16][CH3:17].[Na+:40].[OH-:39].[OH2:41]>>[Cl:6][c:7]1[n:8][c:9]([CH2:19][c:20]2[cH:21][cH:22][c:23]([NH:26][C:27](=[O:28])[c:29]3[cH:30][c:31]4[cH:32][cH:33][cH:34][cH:35][c:36]4[cH:37][cH:38]3)[cH:24][cH:25]2)[n:10][c:11]([Cl:18])[c:12]1[CH2:13][C:14](=[O:15])[OH:16]. Starting materials: NC1=NC=CC(=C1)CC[C@@H](C(=O)N1C(OC[C@@H]1CC1=CC=CC=C1)=O)CCC#N (3-[4-(2-Amino-4-pyridyl)-2(R)-(2-cyanoethyl)butanoyl]-4(S)-benzyl-2-oxazolidinone). The reagents and catalysts are [Rh] (Rh on alumina). The solvent is CC(C)O (i-PrOH), N (NH3). Reaction conditions: time 3 day. Product: N (NH3), NC1=NC=CC(=C1)CC[C@H]1C(NCCC1)=O (3(R)-[(2-Amino-4-pyridyl)ethyl]-2-piperidone). Isolated yield 30.0%. Reaction SMILES: [NH2:1][C:2]1[CH:7]=[C:6]([CH2:8][CH2:9][C@H:10]([CH2:26][CH2:27][C:28]#[N:29])[C:11](N2[C@@H](CC3C=CC=CC=3)COC2=O)=[O:12])[CH:5]=[CH:4][N:3]=1>CC(O)C.N.[Rh]>[NH3:1].[NH2:1][C:2]1[CH:7]=[C:6]([CH2:8][CH2:9][C@@H:10]2[CH2:26][CH2:27][CH2:28][NH:29][C:11]2=[O:12])[CH:5]=[CH:4][N:3]=1. Reported procedure: Nitrile 10-3 (9.48 g, 24.2 mmol) was dissolved in 200 mL i-PrOH sat. with NH3.5% Rh on alumina (10.69 g) was added, and the mixture was hydrogenated on a Parr shaker at 50 psi H2 pressure. After 3 d, the reaction mixture was filtered through Celite, re-saturated with NH3, treated with fresh 5% Rh on alumina (3.00 g), and hydrogenated at 50 psi for 1 d more. After filtering through Celite, the mixture was concentrated and purified by flash chromatography (silica, CH2Cl2, then 10%, 20%, then 30% N... Starting materials: O[C@H](C)[C@@H]1[C@H]2N(C(C([C@@H]2C)=O)C(=O)OCC2=CC=C(C=C2)[N+](=O)[O-])C1=O (4-nitrobenzyl (1R,5S,6S)-6-[(1R)-1-hydroxyethyl]-1-methyl-2-oxo-1-carbapenam-3-carboxylate), C1(=CC=CC=C1)P(=O)(C1=CC=CC=C1)Cl (diphenylphosphoryl chloride), C(C)(C)N(CC)C(C)C (diisopropylethylamine), C(C)(C)N(CC)C(C)C (diisopropylethyl-amine), FC(S(=O)(=O)O)(F)F.FC(S(=O)(=O)O)(F)F.S[C@H]1C[C@H](N(C1)C)C(=O)N1CCN(CC1)CCO ((2S,4S)-4-mercapto-2-[4-(2-hydroxyethyl)-1-piperazinylcarbonyl]-1-methyl-pyrrolidine bis(trifluoromethanesulfonate)). Solvent: C(C)#N (acetonitrile), C(C)#N (acetonitrile). Run at time 1 hour. The product is OCCN1CCN(CC1)C(=O)[C@H]1N(C[C@H](C1)SC=1[C@@H]([C@H]2N(C1C(=O)OCC1=CC=C(C=C1)[N+](=O)[O-])C([C@@H]2[C@@H](C)O)=O)C)C (4-Nitrobenzyl (1R,5S,6S)-2-{(2S,4S)-2-[4-(2-hydroxyethyl)-1-piperazinylcarbonyl]-1-methylpyrrolidin-4-ylthio}-6-[(1R)-1-hydroxyethyl]-1-methyl-1-carbapen-2-em-3-carboxylate). Isolated yield 41.6%. RXN SMILES: C1(P(Cl)(C2C=CC=CC=2)=O)C=CC=CC=1.C(N(C(C)C)CC)(C)C.[OH:25][C@@H:26]([C@H:28]1[C:49](=[O:50])[N:30]2[CH:31]([C:36]([O:38][CH2:39][C:40]3[CH:45]=[CH:44][C:43]([N+:46]([O-:48])=[O:47])=[CH:42][CH:41]=3)=[O:37])[C:32](=O)[C@H:33]([CH3:34])[C@@H:29]12)[CH3:27].FC(F)(F)S(O)(=O)=O.FC(F)(F)S(O)(=O)=O.[SH:67][C@@H:68]1[CH2:72][N:71]([CH3:73])[C@H:70]([C:74]([N:76]2[CH2:81][CH2:80][N:79]([CH2:82][CH2:83][OH:84])[CH2:78][CH2:77]2)=[O:75])[CH2:69]1>C(#N)C>[OH:84][CH2:83][CH2:82][N:79]1[CH2:80][CH2:81][N:76]([C:74]([C@@H:70]2[CH2:69][C@H:68]([S:67][C:32]3[C@H:33]([CH3:34])[C@@H:29]4[C@@H:28]([C@H:26]([OH:25])[CH3:27])[C:49](=[O:50])[N:30]4[C:31]=3[C:36]([O:38][CH2:39][C:40]3[CH:41]=[CH:42][C:43]([N+:46]([O-:48])=[O:47])=[CH:44][CH:45]=3)=[O:37])[CH2:72][N:71]2[CH3:73])=[O:75])[CH2:77][CH2:78]1 |f:3.4.5|. Reported procedure: 600 μl of diphenylphosphoryl chloride and 510 μl of diisopropylethylamine were added dropwise, whilst ice-cooling, to a solution of 1000 mg of 4-nitrobenzyl (1R,5S,6S)-6-[(1R)-1-hydroxyethyl]-1-methyl-2-oxo-1-carbapenam-3-carboxylate in 10 ml of dry acetonitrile, and the resulting mixture was stirred at the same temperature for 1 hour. 1800 μl of diisopropylethyl-amine and a solution of 1680 mg of (2S,4S)-4-mercapto-2-[4-(2-hydroxyethyl)-1-piperazinylcarbonyl]-1-methyl-pyrrolidine bis(trifluorom... Procedure: Synthesized according to General Procedure C: 6{14} (2.40 g, 7.23 mmol, 1 equiv.), anhydrous hydrazine (0.68 mL, 21.7 mmol, 3 equiv.), ethanol (14.5 mL). Recrystallization from EtOH afforded 1{14} (1.88 g, 82%) as a light yellow crystalline solid. 1H-NMR (500 MHz, CDCl3): δ 8.19 (br s, 1H), 3.85 (d, 2H, J=5.0 Hz), 3.55 (s, 2H), 3.05 (s, 2H), 2.47 (br s, 8H), 2.30 (s, 6H), 2.25 (s, 3H), 2.23 (s, 6H). 13C-NMR (125 MHz, CDCl3): δ 170.7, 133.9, 133.9, 132.4, 131.6, 60.6, 56.4, 54.0, 52.5, 17.0, 16.8... RXN SMILES: [CH3:1][C:2]1[C:20]([CH3:21])=[C:19]([CH3:22])[C:18]([CH3:23])=[C:17]([CH3:24])[C:3]=1[CH2:4][N:5]1[CH2:10][CH2:9][N:8]([CH2:11][C:12](OCC)=[O:13])[CH2:7][CH2:6]1.[NH2:25][NH2:26]>C(O)C>[CH3:1][C:2]1[C:20]([CH3:21])=[C:19]([CH3:22])[C:18]([CH3:23])=[C:17]([CH3:24])[C:3]=1[CH2:4][N:5]1[CH2:6][CH2:7][N:8]([CH2:11][C:12]([NH:25][NH2:26])=[O:13])[CH2:9][CH2:10]1. Solvent: C(C)O (ethanol). Starting materials: CC1=C(CN2CCN(CC2)CC(=O)OCC)C(=C(C(=C1C)C)C)C (Ethyl 2-(4-(2,3,4,5,6-pentamethylbenzyl)piperazin-1-yl)acetate), NN (hydrazine). Yields the product CC1=C(CN2CCN(CC2)CC(=O)NN)C(=C(C(=C1C)C)C)C (2-(4-(2,3,4,5,6-pentamethylbenzyl)piperazin-1-yl)acetohydrazide).